From a dataset of the Open Reaction Database (ORD), a public repository of structured organic reaction records. describe an organic reaction: reactants, conditions, products, and yield Product: CCC(CC)CNCc1ccc(-c2cc(C(N)=O)c3[nH]cc(C4CCN(S(=O)(=O)CC)CC4)c3c2)s1. As a reaction SMILES: [Br:17][c:18]1[cH:19][c:20]2[c:21]([CH:30]3[CH2:31][CH2:32][N:33]([S:36](=[O:37])(=[O:38])[CH2:39][CH3:40])[CH2:34][CH2:35]3)[cH:22][nH:23][c:24]2[c:25]([C:27](=[O:28])[NH2:29])[cH:26]1.[CH2:1]([CH3:2])[CH:3]([CH2:4][NH:5][CH2:6][c:7]1[cH:8][cH:9][c:10]([B:12]([OH:13])[OH:14])[s:11]1)[CH2:15][CH3:16].[K+:41].[K+:42].[O-:43][C:44]([O-:45])=[O:46].[O:47]1[CH2:48][CH2:49][O:50][CH2:51][CH2:52]1.[OH2:53].[cH:54]1[cH:55][cH:56][c:57]([P:58]([Pd:59]([P:60]([c:61]2[cH:62][cH:63][cH:64][cH:65][cH:66]2)([c:67]2[cH:68][cH:69][cH:70][cH:71][cH:72]2)[c:73]2[cH:74][cH:75][cH:76][cH:77][cH:78]2)([P:79]([c:80]2[cH:81][cH:82][cH:83][cH:84][cH:85]2)([c:86]2[cH:87][cH:88][cH:89][cH:90][cH:91]2)[c:92]2[cH:93][cH:94][cH:95][cH:96][cH:97]2)[P:98]([c:99]2[cH:100][cH:101][cH:102][cH:103][cH:104]2)([c:105]2[cH:106][cH:107][cH:108][cH:109][cH:110]2)[c:111]2[cH:112][cH:113][cH:114][cH:115][cH:116]2)([c:117]2[cH:118][cH:119][cH:120][cH:121][cH:122]2)[c:123]2[cH:124][cH:125][cH:126][cH:127][cH:128]2)[cH:129][cH:130]1>>[CH2:1]([CH3:2])[CH:3]([CH2:4][NH:5][CH2:6][c:7]1[cH:8][cH:9][c:10](-[c:18]2[cH:19][c:20]3[c:21]([CH:30]4[CH2:31][CH2:32][N:33]([S:36](=[O:37])(=[O:38])[CH2:39][CH3:40])[CH2:34][CH2:35]4)[cH:22][nH:23][c:24]3[c:25]([C:27](=[O:28])[NH2:29])[cH:26]2)[s:11]1)[CH2:15][CH3:16]. The reactants are CCS(=O)(=O)N1CCC(c2c[nH]c3c(C(N)=O)cc(Br)cc23)CC1, CCC(CC)CNCc1ccc(B(O)O)s1, [K+], [K+], O=C([O-])[O-], C1COCCO1, O, c1ccc(P(c2ccccc2)(c2ccccc2)[Pd](P(c2ccccc2)(c2ccccc2)c2ccccc2)(P(c2ccccc2)(c2ccccc2)c2ccccc2)P(c2ccccc2)(c2ccccc2)c2ccccc2)cc1.